From a dataset of the Open Reaction Database (ORD), a public repository of structured organic reaction records. describe an organic reaction: reactants, conditions, products, and yield Reactants: 65c, C(C)OC(C(C(CC)=O)CC1=C(C=C(C=C1)C(=O)N1CCCC1)Cl)=O (2-[2-chloro-4-(pyrrolidine-1-carbonyl)benzyl]-3-oxopentanoic acid ethyl ester), COC(COC1=CC(=C(C=C1)F)N)=O ((3-amino-4-fluorophenoxy)acetic acid methyl ester). Yields the product COC(COC1=C2C(C(=C(NC2=C(C=C1)F)CC)CC1=C(C=C(C=C1)C(=O)N1CCCC1)Cl)=O)=O ({3-[2-chloro-4-(pyrrolidine-1-carbonyl)benzyl]-2-ethyl-8-fluoro-4-oxo-1,4-dihydroquinolin-5-yloxy}acetic Acid Methyl Ester). As a reaction SMILES: C([O:3][C:4](=O)[CH:5]([CH2:10][C:11]1[CH:16]=[CH:15][C:14]([C:17]([N:19]2[CH2:23][CH2:22][CH2:21][CH2:20]2)=[O:18])=[CH:13][C:12]=1[Cl:24])[C:6](=O)[CH2:7][CH3:8])C.[CH3:26][O:27][C:28](=[O:39])[CH2:29][O:30][C:31]1[CH:36]=[CH:35][C:34]([F:37])=[C:33]([NH2:38])[CH:32]=1>>[CH3:26][O:27][C:28](=[O:39])[CH2:29][O:30][C:31]1[CH:36]=[CH:35][C:34]([F:37])=[C:33]2[C:32]=1[C:4](=[O:3])[C:5]([CH2:10][C:11]1[CH:16]=[CH:15][C:14]([C:17]([N:19]3[CH2:23][CH2:22][CH2:21][CH2:20]3)=[O:18])=[CH:13][C:12]=1[Cl:24])=[C:6]([CH2:7][CH3:8])[NH:38]2. Reported procedure: The title compound was prepared by the method of Preparation 65c using 2-[2-chloro-4-(pyrrolidine-1-carbonyl)benzyl]-3-oxopentanoic acid ethyl ester and (3-amino-4-fluorophenoxy)acetic acid methyl ester.